Dataset: the Open Reaction Database (ORD), a public repository of structured organic reaction records. Task: describe an organic reaction: reactants, conditions, products, and yield Starting materials: ClC1=CC=C(C=C1)C1=NC=2N(C(=C1)C1CC1)N=CC2C(=O)O (5-(4-chloro-phenyl)-7-cyclopropyl-pyrazolo[1,5-a]pyrimidine-3-carboxylic acid), NC=1C=C(C=CC1)S(=O)(=O)NC(C)(C)C (3-amino-N-tert-butyl-benzenesulfonamide). The product is C(C)(C)(C)NS(=O)(=O)C=1C=C(C=CC1)NC(=O)C=1C=NN2C1N=C(C=C2C2CC2)C2=CC=C(C=C2)Cl (5-(4-Chloro-phenyl)-7-cyclopropyl-pyrazolo[1,5-a]pyrimidine-3-carboxylic acid(3-tert-butylsulfamoyl-phenyl)-amide). Reaction SMILES: [Cl:1][C:2]1[CH:7]=[CH:6][C:5]([C:8]2[CH:13]=[C:12]([CH:14]3[CH2:16][CH2:15]3)[N:11]3[N:17]=[CH:18][C:19]([C:20](O)=[O:21])=[C:10]3[N:9]=2)=[CH:4][CH:3]=1.[NH2:23][C:24]1[CH:25]=[C:26]([S:30]([NH:33][C:34]([CH3:37])([CH3:36])[CH3:35])(=[O:32])=[O:31])[CH:27]=[CH:28][CH:29]=1>>[C:34]([NH:33][S:30]([C:26]1[CH:25]=[C:24]([NH:23][C:20]([C:19]2[CH:18]=[N:17][N:11]3[C:12]([CH:14]4[CH2:16][CH2:15]4)=[CH:13][C:8]([C:5]4[CH:6]=[CH:7][C:2]([Cl:1])=[CH:3][CH:4]=4)=[N:9][C:10]=23)=[O:21])[CH:29]=[CH:28][CH:27]=1)(=[O:32])=[O:31])([CH3:37])([CH3:35])[CH3:36]. Procedure details: The title compound was prepared from 5-(4-chloro-phenyl)-7-cyclopropyl-pyrazolo[1,5-a]pyrimidine-3-carboxylic acid (example C.28) and 3-amino-N-tert-butyl-benzenesulfonamide to general procedure II. Pale-yellow solid. MS (ISP) 524.5 [(M+H)+]; mp 238-239° C.